Task: describe an organic reaction: reactants, conditions, products, and yield. Dataset: the Open Reaction Database (ORD), a public repository of structured organic reaction records Reactants: C(C)OC(=O)C=1NC2=CC=C(C=C2C1)OC (5-methoxy-1H-indole-2-carboxylic acid ethyl ester), [Mg] (magnesium), Cl (HCl). The solvent is CO (MeOH). Run at temperature 20 celsius, time 2 hour. Yields the product COC(=O)C1NC2=CC=C(C=C2C1)OC ((RS)-5-Methoxy-2,3-dihydro-1H-indole-2-carboxylic Acid Methyl Ester). Isolated yield 68.0%. Reaction SMILES: [CH2:1]([O:3][C:4]([C:6]1[NH:7][C:8]2[C:13]([CH:14]=1)=[CH:12][C:11]([O:15][CH3:16])=[CH:10][CH:9]=2)=[O:5])C.[Mg].Cl>CO>[CH3:1][O:3][C:4]([CH:6]1[CH2:14][C:13]2[C:8](=[CH:9][CH:10]=[C:11]([O:15][CH3:16])[CH:12]=2)[NH:7]1)=[O:5]. Procedure: To 5-methoxy-1H-indole-2-carboxylic acid ethyl ester (5 g, 22.8 mmol) in MeOH (150 ml) was added magnesium turnings (2.2 g, 91.6 mmol, 4eq.) and the mixture vigorously mechanically stirred (10-30° C.) for 2 hr. 4N HCl was added (to pH1-2), then 25% NH4OH (to pH 7), and the mixture extracted with EtOAc (4×100 ml). The combined extracts were then washed with satd. NaCl solution (50 ml), dried (Na2SO4) filtered and evaporated. The crude green oil was chromatographed over SiO2 (Merck 230-400 mesh) e... Reactants: C(C1=CC=CC=C1)OC(=O)NC1C(N(C2=C(C(=N1)C1CCCCC1)C=CC=C2C)CC(=O)N(C2=NC=CC=C2)C)=O ((3RS)-3-benzyloxycarbonylamino-5-cyclohexyl-2,3-dihydro-9-methyl-1-[N-methyl-N-(2-pyridyl)amino]carbonylmethyl-1H-1,4-benzodiazepin-2-one), C1(CCCCC1)[Mg]Cl (cyclohexyl magnesium chloride), [Cl-].[NH4+] (ammonium chloride). Run in C(C)(=O)OCC (ethyl acetate), C1(=CC=CC=C1)C (toluene), O1CCCC1 (tetrahydrofuran), C(C)(=O)OCC (Ethyl acetate). Run at temperature 0 celsius. The product is C(C1=CC=CC=C1)OC(=O)NC1C(N(C2=C(C(=N1)C1CCCCC1)C=CC=C2C)CC(=O)C2CCCCC2)=O ((3RS)-3-benzyloxycarbonylamino-5-cyclohexyl-1-cyclohexylcarbonylmethyl-2,3-dihydro-9-methyl-1H-1,4-benzodiazepin-2-one). Reaction SMILES: [CH2:1]([O:8][C:9]([NH:11][CH:12]1[N:18]=[C:17]([CH:19]2[CH2:24][CH2:23][CH2:22][CH2:21][CH2:20]2)[C:16]2[CH:25]=[CH:26][CH:27]=[C:28]([CH3:29])[C:15]=2[N:14]([CH2:30][C:31](N(C)C2C=CC=CN=2)=[O:32])[C:13]1=[O:41])=[O:10])[C:2]1[CH:7]=[CH:6][CH:5]=[CH:4][CH:3]=1.[CH:42]1([Mg]Cl)[CH2:47][CH2:46][CH2:45][CH2:44][CH2:43]1.[Cl-].[NH4+]>O1CCCC1.C(OCC)(=O)C.C1(C)C=CC=CC=1>[CH2:1]([O:8][C:9]([NH:11][CH:12]1[N:18]=[C:17]([CH:19]2[CH2:20][CH2:21][CH2:22][CH2:23][CH2:24]2)[C:16]2[CH:25]=[CH:26][CH:27]=[C:28]([CH3:29])[C:15]=2[N:14]([CH2:30][C:31]([CH:42]2[CH2:47][CH2:46][CH2:45][CH2:44][CH2:43]2)=[O:32])[C:13]1=[O:41])=[O:10])[C:2]1[CH:3]=[CH:4][CH:5]=[CH:6][CH:7]=1 |f:2.3|. Procedure details: To a solution of (3RS)-3-benzyloxycarbonylamino-5-cyclohexyl-2,3-dihydro-9-methyl-1-[N-methyl-N-(2-pyridyl)amino]carbonylmethyl-1H-1,4-benzodiazepin-2-one (400 mg) in tetrahydrofuran (4 ml) was added cyclohexyl magnesium chloride (1.08 ml) under stirring, at 0° C. The mixture was stirred for twenty minutes under the same conditions and at room temperature overnight. Ethyl acetate and a saturated aqueous solution of ammonium chloride were added to the reaction mixture. The separated organic layer... The reactants are Clc1ncc(Br)c(-c2cc3ccncc3s2)n1, CCN(C(C)C)C(C)C, CC(C)O, CC1(C)C(=O)NC(=O)N1CCN. The product is CC1(C)C(=O)NC(=O)N1CCNc1ncc(Br)c(-c2cc3ccncc3s2)n1. Reaction SMILES: [Br:1][c:2]1[c:3](-[c:9]2[cH:10][c:11]3[c:12]([cH:13][n:14][cH:15][cH:16]3)[s:17]2)[n:4][c:5]([Cl:8])[n:6][cH:7]1.[CH:30]([N:31]([CH:32]([CH3:33])[CH3:34])[CH2:35][CH3:36])([CH3:37])[CH3:38].[CH:39]([OH:40])([CH3:41])[CH3:42].[NH2:18][CH2:19][CH2:20][N:21]1[C:22](=[O:29])[NH:23][C:24](=[O:28])[C:25]1([CH3:26])[CH3:27]>>[Br:1][c:2]1[c:3](-[c:9]2[cH:10][c:11]3[c:12]([cH:13][n:14][cH:15][cH:16]3)[s:17]2)[n:4][c:5]([NH:18][CH2:19][CH2:20][N:21]2[C:22](=[O:29])[NH:23][C:24](=[O:28])[C:25]2([CH3:26])[CH3:27])[n:6][cH:7]1. Starting materials: CC(=O)N1c2ccc(-c3cnn(CCN(C)C(=O)OC(C)(C)C)c3)cc2C(N)CC1C, C1COCCO1, CC(C)(C)[O-], CN(C)c1ccccc1-c1ccccc1P(C1CCCCC1)C1CCCCC1, Ic1ccccc1, [Na+], O=C(C=Cc1ccccc1)C=Cc1ccccc1, O=C(C=Cc1ccccc1)C=Cc1ccccc1, O=C(C=Cc1ccccc1)C=Cc1ccccc1, [Pd], [Pd]. Product: CC(=O)N1c2ccc(-c3cnn(CCN(C)C(=O)OC(C)(C)C)c3)cc2C(Nc2ccccc2)CC1C. As a reaction SMILES: [C:1]([CH3:2])(=[O:3])[N:4]1[CH:5]([CH3:31])[CH2:6][CH:7]([NH2:30])[c:8]2[cH:9][c:10](-[c:14]3[cH:15][n:16][n:17]([CH2:19][CH2:20][N:21]([C:22]([O:23][C:24]([CH3:25])([CH3:26])[CH3:27])=[O:28])[CH3:29])[cH:18]3)[cH:11][cH:12][c:13]21.[CH2:73]1[O:74][CH2:75][CH2:76][O:77][CH2:78]1.[CH3:67][C:68]([CH3:69])([O-:70])[CH3:71].[CH:39]1([P:40]([CH:41]2[CH2:42][CH2:43][CH2:44][CH2:45][CH2:46]2)[c:47]2[cH:48][cH:49][cH:50][cH:51][c:52]2-[c:53]2[c:54]([N:55]([CH3:56])[CH3:57])[cH:58][cH:59][cH:60][cH:61]2)[CH2:62][CH2:63][CH2:64][CH2:65][CH2:66]1.[I:32][c:33]1[cH:34][cH:35][cH:36][cH:37][cH:38]1.[Na+:72].[O:117]=[C:118]([CH:119]=[CH:120][c:121]1[cH:122][cH:123][cH:124][cH:125][cH:126]1)[CH:127]=[CH:128][c:129]1[cH:130][cH:131][cH:132][cH:133][cH:134]1.[O:81]=[C:82]([CH:83]=[CH:84][c:85]1[cH:86][cH:87][cH:88][cH:89][cH:90]1)[CH:91]=[CH:92][c:93]1[cH:94][cH:95][cH:96][cH:97][cH:98]1.[O:99]=[C:100]([CH:101]=[CH:102][c:103]1[cH:104][cH:105][cH:106][cH:107][cH:108]1)[CH:109]=[CH:110][c:111]1[cH:112][cH:113][cH:114][cH:115][cH:116]1.[Pd:79].[Pd:80]>>[C:1]([CH3:2])(=[O:3])[N:4]1[CH:5]([CH3:31])[CH2:6][CH:7]([NH:30][c:33]2[cH:34][cH:35][cH:36][cH:37][cH:38]2)[c:8]2[cH:9][c:10](-[c:14]3[cH:15][n:16][n:17]([CH2:19][CH2:20][N:21]([C:22]([O:23][C:24]([CH3:25])([CH3:26])[CH3:27])=[O:28])[CH3:29])[cH:18]3)[cH:11][cH:12][c:13]21.